From a dataset of the Open Reaction Database (ORD), a public repository of structured organic reaction records. describe an organic reaction: reactants, conditions, products, and yield The reactants are Cc1ccc(-c2cn(-c3cc(C(=O)O)ccc3C)nn2)cn1, COc1c(N)cc(C(C)(C)C)cc1NS(C)(=O)=O. Yields the product COc1c(NC(=O)c2ccc(C)c(-n3cc(-c4ccc(C)nc4)nn3)c2)cc(C(C)(C)C)cc1NS(C)(=O)=O. As a reaction SMILES: [CH3:1][c:2]1[c:3](-[n:11]2[n:12][n:13][c:14](-[c:16]3[cH:17][n:18][c:19]([CH3:22])[cH:20][cH:21]3)[cH:15]2)[cH:4][c:5]([C:6](=[O:7])[OH:8])[cH:9][cH:10]1.[NH2:23][c:24]1[c:25]([O:39][CH3:40])[c:26]([NH:34][S:35](=[O:36])(=[O:37])[CH3:38])[cH:27][c:28]([C:30]([CH3:31])([CH3:32])[CH3:33])[cH:29]1>>[CH3:1][c:2]1[c:3](-[n:11]2[n:12][n:13][c:14](-[c:16]3[cH:17][n:18][c:19]([CH3:22])[cH:20][cH:21]3)[cH:15]2)[cH:4][c:5]([C:6](=[O:7])[NH:23][c:24]2[c:25]([O:39][CH3:40])[c:26]([NH:34][S:35](=[O:36])(=[O:37])[CH3:38])[cH:27][c:28]([C:30]([CH3:31])([CH3:32])[CH3:33])[cH:29]2)[cH:9][cH:10]1. Reactants: CCOC(=O)c1cc(-c2ccc(CN3CCOCC3)cc2)nc2c1c(Br)nn2C(C)C, CCO, [Na+], [OH-]. Yields the product CC(C)n1nc(Br)c2c(C(=O)O)cc(-c3ccc(CN4CCOCC4)cc3)nc21. Reaction SMILES: [Br:1][c:2]1[n:3][n:4]([CH:29]([CH3:30])[CH3:31])[c:5]2[n:6][c:7](-[c:16]3[cH:17][cH:18][c:19]([CH2:22][N:23]4[CH2:24][CH2:25][O:26][CH2:27][CH2:28]4)[cH:20][cH:21]3)[cH:8][c:9]([C:11](=[O:12])[O:13][CH2:14][CH3:15])[c:10]12.[CH3:34][CH2:35][OH:36].[Na+:33].[OH-:32]>>[Br:1][c:2]1[n:3][n:4]([CH:29]([CH3:30])[CH3:31])[c:5]2[n:6][c:7](-[c:16]3[cH:17][cH:18][c:19]([CH2:22][N:23]4[CH2:24][CH2:25][O:26][CH2:27][CH2:28]4)[cH:20][cH:21]3)[cH:8][c:9]([C:11](=[O:12])[OH:13])[c:10]12. Run in C(C)O (ethanol). Yields the product NC1=C(C(=O)NCCCN2C=NC=C2)C=C(C=C1)Br (2-Amino-5-bromo-N-[3-(1H-imidazol-1-yl)propyl]benzamide). Conditions: time 20 hour. Reaction SMILES: [Br:1][C:2]1[CH:13]=[C:6]2[C:7]([O:9]C(=O)[NH:11][C:5]2=[CH:4][CH:3]=1)=O.[N:14]1([CH2:19][CH2:20][CH2:21][NH2:22])[CH:18]=[CH:17][N:16]=[CH:15]1>C(O)C>[NH2:11][C:5]1[CH:4]=[CH:3][C:2]([Br:1])=[CH:13][C:6]=1[C:7]([NH:22][CH2:21][CH2:20][CH2:19][N:14]1[CH:18]=[CH:17][N:16]=[CH:15]1)=[O:9]. Reported procedure: A mixture of 9.68 g of 5-bromoisatoic anhydride, 5.0 g of 1H-imidazol-1-propanamine and 75 ml of ethanol was stirred at room temperature for 20 hours and concentrated. The residue was washed onto a filter with ethanol and washed with ether for the desired product, mp 154°-156° C. Starting materials: BrC1=CC=C2C(C(=O)OC(N2)=O)=C1 (5-bromoisatoic anhydride), N1(C=NC=C1)CCCN (1H-imidazol-1-propanamine). Starting materials: C(CCC)[Li] (n-butyllithium), B(OC(C)C)(OC(C)C)OC(C)C (triisopropyl borate), Cl (hydrochloric acid), CSC1=C(C=CC=C1)Br (1-methylthio-2-bromobenzene). The solvent is CCCCCC (hexane), O1CCCC1 (tetrahydrofuran), CCOCC (ether). Reaction conditions: temperature 0 celsius, time 1.5 hour. Yields the product CSC1=C(C=CC=C1)B(O)O (2-methylthiophenyldihydroxyborane). RXN SMILES: [CH3:1][S:2][C:3]1[CH:8]=[CH:7][CH:6]=[CH:5][C:4]=1Br.C([Li])CCC.[B:15](OC(C)C)([O:20]C(C)C)[O:16]C(C)C.Cl>CCOCC.CCCCCC.O1CCCC1>[CH3:1][S:2][C:3]1[CH:8]=[CH:7][CH:6]=[CH:5][C:4]=1[B:15]([OH:20])[OH:16]. Procedure details: A solution of 1-methylthio-2-bromobenzene (5 g) in dry ether (30 ml) was stirred at 0° C. and 1.63M n-butyllithium in hexane solution (16.6 ml) was added dropwise over a period of 15 minutes. The reaction mixture was stirred at 0° C. for 1.5 hours and then transferred to a cold (-78° C.) solution of triisopropyl borate (7.4 ml) in tetrahydrofuran (40 ml) over 40 minutes. After stirring for 1 hour at -78° C., the reaction mixture was allowed to warm to room temperature overnight. The suspension w... Reactants: CCOCC, Ic1c[nH]cn1, CN(C)C=O, O, ClC(c1ccccc1)(c1ccccc1)c1ccccc1. Product: Ic1cn(C(c2ccccc2)(c2ccccc2)c2ccccc2)cn1. Reaction SMILES: [CH2:28]([O:29][CH2:30][CH3:31])[CH3:32].[I:1][c:2]1[n:3][cH:4][nH:5][cH:6]1.[O:33]=[CH:34][N:35]([CH3:36])[CH3:37].[OH2:27].[c:7]1([C:13]([c:14]2[cH:15][cH:16][cH:17][cH:18][cH:19]2)([c:20]2[cH:21][cH:22][cH:23][cH:24][cH:25]2)[Cl:26])[cH:8][cH:9][cH:10][cH:11][cH:12]1>>[I:1][c:2]1[n:3][cH:4][n:5]([C:13]([c:7]2[cH:8][cH:9][cH:10][cH:11][cH:12]2)([c:14]2[cH:15][cH:16][cH:17][cH:18][cH:19]2)[c:20]2[cH:21][cH:22][cH:23][cH:24][cH:25]2)[cH:6]1. The reactants are CC(=O)c1ccc(CSc2c(Cl)ccc3c2CCN(C(=O)OC(C)(C)C)CC3)cc1, CN(C)C(OC(C)(C)C)N(C)C, Cc1ccccc1. Product: CN(C)C=CC(=O)c1ccc(CSc2c(Cl)ccc3c2CCN(C(=O)OC(C)(C)C)CC3)cc1. RXN SMILES: [C:1]([CH3:2])(=[O:3])[c:4]1[cH:5][cH:6][c:7]([CH2:8][S:9][c:10]2[c:11]([Cl:28])[cH:12][cH:13][c:14]3[c:20]2[CH2:19][CH2:18][N:17]([C:21](=[O:22])[O:23][C:24]([CH3:25])([CH3:26])[CH3:27])[CH2:16][CH2:15]3)[cH:29][cH:30]1.[C:31]([O:32][CH:36]([N:33]([CH3:34])[CH3:35])[N:37]([CH3:38])[CH3:39])([CH3:40])([CH3:41])[CH3:42].[CH3:43][c:44]1[cH:45][cH:46][cH:47][cH:48][cH:49]1>>[C:1]([CH:2]=[CH:36][N:37]([CH3:38])[CH3:39])(=[O:3])[c:4]1[cH:5][cH:6][c:7]([CH2:8][S:9][c:10]2[c:11]([Cl:28])[cH:12][cH:13][c:14]3[c:20]2[CH2:19][CH2:18][N:17]([C:21](=[O:22])[O:23][C:24]([CH3:25])([CH3:26])[CH3:27])[CH2:16][CH2:15]3)[cH:29][cH:30]1. The reactants are OC12CC3C(C(CC(C1)(C3)O)C2)NC(C)=O (N-(5,7-dihydroxy-2-adamantyl)acetamide), Cl (HCl). Run at temperature 80 celsius. The product is NC1C2CC3(CC(CC1C3)(C2)O)O (6-aminoadamantane-1,3-diol). The yield is 55.8%. Reaction SMILES: [OH:1][C:2]12[CH2:12][CH:6]3[CH2:7][C:8]([OH:11])([CH2:10][CH:4]([CH:5]3[NH:13]C(=O)C)[CH2:3]1)[CH2:9]2.Cl>>[NH2:13][CH:5]1[CH:4]2[CH2:3][C:2]3([OH:1])[CH2:9][C:8]([OH:11])([CH2:7][CH:6]1[CH2:12]3)[CH2:10]2. Reported procedure: To N-(5,7-dihydroxy-2-adamantyl)acetamide (110 mg, 0.489 mmol) was added 4N aq HCl (3 mL) slowly. The reaction mixture was heated to 80° C. overnight. The mixture was cooled to rt and concentrated. The residue was treated with satd aq NaHCO3. The water was removed under reduced pressure, and the solid was triturated with methanol. The mixture was filtered, and the solids were washed with methanol. The filtrate was concentrated give to 6-aminoadamantane-1,3-diol (50 mg, 56%). 1H-NMR (400 MHz, D2O... The reactants are O=C1N(CCCC1)C(=O)OC(C)(C)C (tert-butyl 2-oxo-1-piperidinecarboxylate), N1C=NC=C1 (imidazole), 66, C[Si](C)(C)[N-][Si](C)(C)C.[Li+] (Lithium bis(trimethylsilyl)amide), C(CC(O)(C(=O)O)CC(=O)O)(=O)O (citric acid). Run in O1CCCC1 (tetrahydrofuran), O1CCCC1 (tetrahydrofuran). Reaction conditions: temperature 0 celsius, time 90 minute. The product is OC(C1C(N(CCC1)C(=O)OC(C)(C)C)=O)C=1N=CN(C1)CCC (tert-Butyl 3-[hydroxy(1-propyl-1H-imidazol-4-yl)methyl]-2-oxo-1-piperidinecarboxylate). As a reaction SMILES: [CH3:1][Si]([N-][Si](C)(C)C)(C)C.[Li+].[O:11]=[C:12]1[CH2:17][CH2:16][CH2:15][CH2:14][N:13]1[C:18]([O:20][C:21]([CH3:24])([CH3:23])[CH3:22])=[O:19].[NH:25]1[CH:29]=[CH:28][N:27]=[CH:26]1.C(O)(=O)C[C:32]([CH2:37][C:38]([OH:40])=O)(C(O)=O)O>O1CCCC1>[OH:40][CH:38]([C:37]1[N:25]=[CH:26][N:27]([CH2:28][CH2:29][CH3:1])[CH:32]=1)[CH:17]1[CH2:16][CH2:15][CH2:14][N:13]([C:18]([O:20][C:21]([CH3:24])([CH3:23])[CH3:22])=[O:19])[C:12]1=[O:11] |f:0.1|. Procedure: Lithium bis(trimethylsilyl)amide (244 ml, 1M in tetrahydrofuran, 244 mmol) was added dropwise over an hour to a cooled (−75° C.) solution of tert-butyl 2-oxo-1-piperidinecarboxylate (J. Org. Chem. 1983, 48, 2424; J. Chem. Soc. I, 1989, 721) (48.7 g, 244 mmol) in tetrahydrofuran (200 ml) under nitrogen, so as to maintain the temperature below −70° C. The mixture was warmed to 0° C., stirred for 90 minutes, then re-cooled to −75° C. A solution of the imidazole from preparation 66 (26.0 g, 188 mmol...